Task: describe an organic reaction: reactants, conditions, products, and yield. Dataset: the Open Reaction Database (ORD), a public repository of structured organic reaction records Starting materials: FC1=C(C=CC(=C1)C=O)N1CCN(CC1)C(=O)OC(C)(C)C (4-(2-fluoro-4-formyl-phenyl)-piperazine-1-carboxylic acid, tert.-butyl ester), ClC1=CC(=CC=C1)C(=O)OO (m-chloroperbenzoic acid), ClC1=CC(=CC=C1)C(=O)OO (m-chloroperbenzoic acid), C(=O)(O)[O-].[Na+] (NaHCO3). Solvent: C(Cl)Cl (CH2Cl2). Reaction conditions: temperature 0 celsius, time 1 hour. Product: FC1=C(C=CC(=C1)O)N1CCN(CC1)C(=O)OC(C)(C)C (4-(2-fluoro-4-hydroxy-phenyl)-piperazine-1-carboxylic acid, tert.-butyl ester). Yield: 29.6%. As a reaction SMILES: [F:1][C:2]1[CH:7]=[C:6](C=O)[CH:5]=[CH:4][C:3]=1[N:10]1[CH2:15][CH2:14][N:13]([C:16]([O:18][C:19]([CH3:22])([CH3:21])[CH3:20])=[O:17])[CH2:12][CH2:11]1.ClC1C=CC=C(C(OO)=[O:31])C=1.C([O-])(O)=O.[Na+]>C(Cl)Cl>[F:1][C:2]1[CH:7]=[C:6]([OH:31])[CH:5]=[CH:4][C:3]=1[N:10]1[CH2:15][CH2:14][N:13]([C:16]([O:18][C:19]([CH3:22])([CH3:21])[CH3:20])=[O:17])[CH2:12][CH2:11]1 |f:2.3|. Procedure details: To a solution of 4-(2-fluoro-4-formyl-phenyl)-piperazine-1-carboxylic acid, tert.-butyl ester (97 mmol) in CH2Cl2 (600 ml), m-chloroperbenzoic acid (194 mmol) is added at 0° C. for 5 min and NaHCO3 (243 mmol) is added at 0° C. The mixture is stirred at 0° C. for 20 min and at room temperature for 1 h. To the mixture, m-chloroperbenzoic acid (48.5 mmol) is added at 0° C. The reaction mixture is stirred at room temperature for 1 h, slowly quenched with saturated NaHCO3 at 0° C. and extracted with ...